From a dataset of the Open Reaction Database (ORD), a public repository of structured organic reaction records. describe an organic reaction: reactants, conditions, products, and yield The reactants are C1(=CC=C(C=C1)S(=O)(=O)O)C (p-toluenesulphonic acid), CC(CO)(CO)C(C)CC (2-methyl-2-sec.butylpropane-1,3 diol), CC=1CC(CC(C1)C)C=O (3,5-dimethyl-cyclohex-3-ene-1-carboxaldehyde). Run in C1CCCCC1 (cyclohexane). Procedure details: A 3-necked round bottom flask (250 ml capacity) was fitted with a mechanical stirrer, thermometer and Dean and Stark apparatus, the latter was equipped with a double surface water condenser. Privetal (0.1 mole, 14.6 g) and 2-methyl-2-sec.butylpropane-1,3 diol (0.1 mole 14.6 g) were charged into the flask together with cyclohexane (50 ml) as solvent and a catalytic amount of p-toluenesulphonic acid (0.35 g). Privetal was a mixture of 2,4-dimethyl-and 3,5-dimethyl-cyclohex-3-ene-1-carboxaldehyde o... Product: CC1C=C(CCC1C=O)C (Ligustral). As a reaction SMILES: CC(C(CC)C)(CO)[CH2:3][OH:4].C1(C)C=CC(S(O)(=O)=O)=CC=1.C[C:23]1[CH2:24][CH:25]([CH:30]=O)[CH2:26][CH:27]([CH3:29])[CH:28]=1>C1CCCCC1>[CH3:29][CH:27]1[CH:28]([CH:3]=[O:4])[CH2:23][CH2:24][C:25]([CH3:30])=[CH:26]1. Starting materials: Cc1ccccc1, CC(C)O, ClCCl, O=C(NCCN1CCCCC1)n1ccnc1, CCNC(=O)C1OC(n2cnc3c(NCC(c4ccccc4)c4ccccc4)nc(C(=O)NCCN)nc32)C(O)C1O. Product: CCNC(=O)C1OC(n2cnc3c(NCC(c4ccccc4)c4ccccc4)nc(C(=O)NCCNC(=O)NCCN4CCCCC4)nc32)C(O)C1O. Reaction SMILES: [CH3:59][c:60]1[cH:61][cH:62][cH:63][cH:64][cH:65]1.[CH:66]([OH:67])([CH3:68])[CH3:69].[Cl:70][CH2:71][Cl:72].[N:43]1([CH2:49][CH2:50][NH:51][C:52](=[O:53])[n:54]2[cH:55][cH:56][n:57][cH:58]2)[CH2:44][CH2:45][CH2:46][CH2:47][CH2:48]1.[NH2:1][CH2:2][CH2:3][NH:4][C:5](=[O:6])[c:7]1[n:8][c:9]([NH:28][CH2:29][CH:30]([c:31]2[cH:32][cH:33][cH:34][cH:35][cH:36]2)[c:37]2[cH:38][cH:39][cH:40][cH:41][cH:42]2)[c:10]2[n:11][cH:12][n:13]([CH:16]3[O:17][CH:18]([C:23](=[O:24])[NH:25][CH2:26][CH3:27])[CH:19]([OH:22])[CH:20]3[OH:21])[c:14]2[n:15]1>>[NH:1]([CH2:2][CH2:3][NH:4][C:5](=[O:6])[c:7]1[n:8][c:9]([NH:28][CH2:29][CH:30]([c:31]2[cH:32][cH:33][cH:34][cH:35][cH:36]2)[c:37]2[cH:38][cH:39][cH:40][cH:41][cH:42]2)[c:10]2[n:11][cH:12][n:13]([CH:16]3[O:17][CH:18]([C:23](=[O:24])[NH:25][CH2:26][CH3:27])[CH:19]([OH:22])[CH:20]3[OH:21])[c:14]2[n:15]1)[C:52]([NH:51][CH2:50][CH2:49][N:43]1[CH2:44][CH2:45][CH2:46][CH2:47][CH2:48]1)=[O:53].